Dataset: the Open Reaction Database (ORD), a public repository of structured organic reaction records. Task: describe an organic reaction: reactants, conditions, products, and yield Reactants: C(C)(C)(C)OC(NCCN([C@H](C(C)C)C1=NC2=CC(=CC=C2C(N1CC1=CC=CC=C1)=O)Cl)C(C=C)=O)=O ((2-{Acryloyl-[(R)-1-(3-benzyl-7-chloro-4-oxo-3,4-dihydro-quinazolin-2-yl)-2-methyl-propyl]-amino}-ethyl)-carbamic acid tert-butyl ester), C(C)(C)(C)OC(NCCN[C@H](C(C)C)C1=NC2=CC(=CC=C2C(N1CC1=CC=CC=C1)=O)Cl)=O ({2-[(R)1-(3-benzyl-7-chloro-4-oxo-3,4-dihydro-quinazolin-2-yl)-2-methyl-propylamino]-ethyl}-carbamic acid tert-butyl ester). Product: C(C1=CC=CC=C1)N1C(=NC2=CC(=CC=C2C1=O)Cl)[C@@H](C(C)C)N1CCNCCC1=O (3-benzyl-7-chloro-2-[(R)-2-methyl-1-(7-oxo-[1,4]diazepan-1-yl)-propyl]-3H-quinazolin-4-one). Reaction SMILES: C(OC(=O)[NH:7][CH2:8][CH2:9][N:10]([C:34](=[O:37])[CH:35]=[CH2:36])[C@@H:11]([C:15]1[N:24]([CH2:25][C:26]2[CH:31]=[CH:30][CH:29]=[CH:28][CH:27]=2)[C:23](=[O:32])[C:22]2[C:17](=[CH:18][C:19]([Cl:33])=[CH:20][CH:21]=2)[N:16]=1)[CH:12]([CH3:14])[CH3:13])(C)(C)C.C(OC(=O)NCCN[C@@H](C1N(CC2C=CC=CC=2)C(=O)C2C(=CC(Cl)=CC=2)N=1)C(C)C)(C)(C)C>>[CH2:25]([N:24]1[C:23](=[O:32])[C:22]2[C:17](=[CH:18][C:19]([Cl:33])=[CH:20][CH:21]=2)[N:16]=[C:15]1[C@H:11]([N:10]1[C:34](=[O:37])[CH2:35][CH2:36][NH:7][CH2:8][CH2:9]1)[CH:12]([CH3:13])[CH3:14])[C:26]1[CH:27]=[CH:28][CH:29]=[CH:30][CH:31]=1. Reported procedure: (2-{Acryloyl-[(R)-1-(3-benzyl-7-chloro-4-oxo-3,4-dihydro-quinazolin-2-yl)-2-methyl-propyl]-amino}-ethyl)-carbamic acid tert-butyl ester: According to the procedure of Example 1c above, {2-[(R)1-(3-benzyl-7-chloro-4-oxo-3,4-dihydro-quinazolin-2-yl)-2-methyl-propylamino]-ethyl}-carbamic acid tert-butyl ester (211 mg, 0.44 mmol) was converted to the title compound as a white solid: MS (ES) m/e 539.2 (M+H)+. Starting materials: CC(C)(C)[O-].[Na+] (NaOtBu), BrC1=C(C=CC2=CC=CC=C12)F (1-Bromo-2-fluoro-naphthalene), C(=O)(OC(C)(C)C)N1CCNCC1 (1-Boc-piperazine), C1(CCCCC1)P(C1=C(C=CC=C1)C1=CC=CC=C1)C1CCCCC1 (2-(dicyclohexylphosphino)biphenyl). The reagents and catalysts are CC(=O)[O-].CC(=O)[O-].[Pd+2] (Pd(OAc)2). Conditions: temperature 80 celsius, time 16 hour. Product: C(C)(C)(C)OC(=O)N1CCN(CC1)C1=C(C=CC2=CC=CC=C12)F (4-(2-fluoro-naphthalen-1-yl)-piperazine-1-carboxylic acid tert-butyl ester). The yield is 36.3%. As a reaction SMILES: C1(P(C2CCCCC2)C2C=CC=CC=2C2C=CC=CC=2)CCCCC1.Br[C:27]1[C:36]2[C:31](=[CH:32][CH:33]=[CH:34][CH:35]=2)[CH:30]=[CH:29][C:28]=1[F:37].[C:38]([N:45]1[CH2:50][CH2:49][NH:48][CH2:47][CH2:46]1)([O:40][C:41]([CH3:44])([CH3:43])[CH3:42])=[O:39].CC([O-])(C)C.[Na+]>CC([O-])=O.CC([O-])=O.[Pd+2]>[C:41]([O:40][C:38]([N:45]1[CH2:50][CH2:49][N:48]([C:27]2[C:36]3[C:31](=[CH:32][CH:33]=[CH:34][CH:35]=3)[CH:30]=[CH:29][C:28]=2[F:37])[CH2:47][CH2:46]1)=[O:39])([CH3:44])([CH3:42])[CH3:43] |f:3.4,5.6.7|. Reported procedure: A third intermediate compound, 1-(2-Fluoro-naphthalen-1-yl)-piperazine, was produced as follows: A solution of Pd(OAc)2 (44.8 mg, 0.2 mmol) and 2-(dicyclohexylphosphino)biphenyl (70.0 mg, 0.2 mmol) was degassed by bubbling N2 for 20 min. 1-Bromo-2-fluoro-naphthalene (0.448 g, 2 mmol) and 1-Boc-piperazine (0.446 g, 2.4 mmol) were added followed by the addition of NaOtBu (0.27 g, 2.8 mmol). The mixture was warmed up to 80° C. and kept at this temperature for 16 h. The solvent was removed under red... The reactants are COC(=O)C(C(=O)OC(C)(C)C)c1ncc(C(F)(F)F)cc1C#N, CCO, [H][H]. Yields the product CC(C)(C)OC(=O)C1C(=O)NCc2cc(C(F)(F)F)cnc21. Reaction SMILES: [C:1](#[N:2])[c:3]1[c:4]([CH:13]([C:14](=[O:15])[O:16][C:17]([CH3:18])([CH3:19])[CH3:20])[C:21](=[O:22])[O:23][CH3:24])[n:5][cH:6][c:7]([C:9]([F:10])([F:11])[F:12])[cH:8]1.[CH3:27][CH2:28][OH:29].[H:25][H:26]>>[CH2:1]1[NH:2][C:21](=[O:22])[CH:13]([C:14](=[O:15])[O:16][C:17]([CH3:18])([CH3:19])[CH3:20])[c:4]2[c:3]1[cH:8][c:7]([C:9]([F:10])([F:11])[F:12])[cH:6][n:5]2. The reactants are FC(C1=CC=C(C=C1)C=1C(=CC=CC1)C(=O)Cl)(F)F (4′-trifluoromethyl-2-biphenyl carboxylic acid chloride), C(C)(=O)OCC (ethyl acetate), C(C)(C)(C)OC(NC1CC2=CC=C(C=C2C1)N)=O ((5-amino-indan-2-yl)-carbamic acid tert-butyl ester), C(C)(C)N(CC)C(C)C (diisopropylethyl amine), solution. Solvent: C(Cl)Cl (methylene chloride), C(Cl)Cl (methylene chloride). Reaction conditions: time 16 hour. Product: C(C)(C)(C)OC(NC1CC2=CC=C(C=C2C1)NC(=O)C=1C(=CC=CC1)C1=CC=C(C=C1)C(F)(F)F)=O ({5-[(4′-trifluoromethylbiphenyl-2-carbonyl)amino]-indan-2-yl}-carbamic acid tert-butyl ester). Reaction SMILES: [C:1]([O:5][C:6](=[O:18])[NH:7][CH:8]1[CH2:16][C:15]2[C:10](=[CH:11][CH:12]=[C:13]([NH2:17])[CH:14]=2)[CH2:9]1)([CH3:4])([CH3:3])[CH3:2].C(N(C(C)C)CC)(C)C.[F:28][C:29]([F:46])([F:45])[C:30]1[CH:35]=[CH:34][C:33]([C:36]2[C:37]([C:42](Cl)=[O:43])=[CH:38][CH:39]=[CH:40][CH:41]=2)=[CH:32][CH:31]=1.C(OCC)(=O)C>C(Cl)Cl>[C:1]([O:5][C:6](=[O:18])[NH:7][CH:8]1[CH2:16][C:15]2[C:10](=[CH:11][CH:12]=[C:13]([NH:17][C:42]([C:37]3[C:36]([C:33]4[CH:34]=[CH:35][C:30]([C:29]([F:28])([F:45])[F:46])=[CH:31][CH:32]=4)=[CH:41][CH:40]=[CH:39][CH:38]=3)=[O:43])[CH:14]=2)[CH2:9]1)([CH3:4])([CH3:2])[CH3:3]. Procedure details: To a solution of the title C compound ((5-amino-indan-2-yl)-carbamic acid tert-butyl ester; 12.5 mmol) in methylene chloride (75 mL) is added diisopropylethyl amine (3.3 g, 25 mmol) followed by a 0.5 M solution of the title D compound (4′-trifluoromethyl-2-biphenyl carboxylic acid chloride, 12.6 mmol) in methylene chloride (25.3 mL). After stirring 16 h, the reaction mixture is poured into ethyl acetate and washed with 1N HCl, 8% NaHCO3 solution, and brine. The organic layer is dried (MgSO4) and... Starting materials: COC=1C=C(C=CC1)CC(=O)O (3-methoxyphenylacetic acid), S(=O)(Cl)Cl (thionyl chloride). The reagents and catalysts are CN(C=O)C (N,N-dimethylformamide). Solvent: C1(=CC=CC=C1)C (toluene). Conditions: time 16 hour. Product: COC=1C=C(C=CC1)CC(=O)Cl (3-methoxyphenylacetyl chloride). RXN SMILES: [CH3:1][O:2][C:3]1[CH:4]=[C:5]([CH2:9][C:10]([OH:12])=O)[CH:6]=[CH:7][CH:8]=1.S(Cl)([Cl:15])=O>CN(C)C=O.C1(C)C=CC=CC=1>[CH3:1][O:2][C:3]1[CH:4]=[C:5]([CH2:9][C:10]([Cl:15])=[O:12])[CH:6]=[CH:7][CH:8]=1. Procedure details: A mixture of 3-methoxyphenylacetic acid (47.7 g, 0.287 m), thionyl chloride (50 ml) and N,N-dimethylformamide (6 drops) in toluene (500 ml) was stirred for 16 hours at 25° and concentrated in vacuo to afford 3-methoxyphenylacetyl chloride. The acetyl chloride was dissolved in chloroform (100 ml) and added to a solution of aminoacetaldehyde dimethyl acetal (32.1 g, 0.306 m) and triethylamine (32.4 g, 0.320 m) in chloroform (500 ml) stirred at 5°. The mixture was stirred at 25° for 16 hours, washe...